From a dataset of the Open Reaction Database (ORD), a public repository of structured organic reaction records. describe an organic reaction: reactants, conditions, products, and yield The reactants are O1C2C13C(C[C@H]1[C@@H]4CCC([C@@]4(C)CC[C@@H]1[C@]3(C=CC2=O)C)=O)=C (4,5-epoxy-6-methylenandrost-1-ene-3,17-dione), B(F)(F)F.CCOCC (boron trifluoride etherate). Run in C(C)OCC (diethyl ether). The product is FC1=C2C(C[C@H]3[C@@H]4CCC([C@@]4(C)CC[C@@H]3[C@]2(C=CC1=O)C)=O)=C (4-fluoro-6-methylenandrosta-1,4-diene-3,17-dione). As a reaction SMILES: O1[C:3]23[C@:16]([CH3:21])([CH:17]=[CH:18][C:19](=[O:20])[CH:2]12)[C@@H:15]1[C@H:6]([C@H:7]2[C@@:11]([CH2:13][CH2:14]1)([CH3:12])[C:10](=[O:22])[CH2:9][CH2:8]2)[CH2:5][C:4]3=[CH2:23].B(F)(F)[F:25].CCOCC>C(OCC)C>[F:25][C:2]1[C:19](=[O:20])[CH:18]=[CH:17][C@@:16]2([CH3:21])[C:3]=1[C:4](=[CH2:23])[CH2:5][C@@H:6]1[C@@H:15]2[CH2:14][CH2:13][C@@:11]2([CH3:12])[C@H:7]1[CH2:8][CH2:9][C:10]2=[O:22] |f:1.2|. Procedure: A solution of 4,5-epoxy-6-methylenandrost-1-ene-3,17-dione (1.0 g) in diethyl ether (100 ml) was treated with boron trifluoride etherate (1.4 ml) for 3 hours at room temperature. Then the solution was washed with 5% sodium carbonate solution, water, dried (Na2SO4) and evaporated in vacuo. The residue was dissolved in pyridine (20 ml) and 0.4 ml of thionyl chloride were added at 0° C. After 5 minutes water was added and the product isolated with ether. The ether extracts were washed with 2N hydro...